This data is from the Open Reaction Database (ORD), a public repository of structured organic reaction records. The task is: describe an organic reaction: reactants, conditions, products, and yield Reported procedure: As described in 1(b), 3.6 g of 15α-benzoyloxy-3-methoxy-18-methyl-3,5-estradien-17-one is reacted with lithium acetylide. After completed reaction, the reaction mixture is combined with saturated ammonium chloride solution, diluted with ethyl acetate, washed with water, and dried over sodium sulfate. The resultant 17α-ethynyl-3-methoxy-18-methyl-3,5,15-estratrien-17β-ol is stirred, in the form of the crude product, in 70 ml of methanol and 6 ml of water with 3 g of oxalic acid for 10 minutes und... Starting materials: 1(b), [Cl-].[NH4+] (ammonium chloride), C(C1=CC=CC=C1)(=O)O[C@H]1CC([C@]2(CC)[C@@H]1[C@@H]1CC=C3C=C(CC[C@@H]3[C@H]1CC2)OC)=O (15α-benzoyloxy-3-methoxy-18-methyl-3,5-estradien-17-one), [C-]#[C-].[Li+].[Li+] (lithium acetylide). Yields the product C(#C)[C@]1([C@]2(CC)[C@@H](C=C1)[C@@H]1CCC3=CC(CC[C@@H]3[C@H]1CC2)=O)O (17α-ethynyl-17β-hydroxy-18-methyl-4,15-estradien-3-one). The solvent is C(C)(=O)OCC (ethyl acetate). Reaction SMILES: C(O[C@@H:10]1[C@H:16]2[C@H:17]3[C@H:26]([CH2:27][CH2:28][C@:13]2([CH2:14][CH3:15])[C:12](=[O:31])[CH2:11]1)[C@@H:25]1[C:20]([CH:21]=[C:22]([O:29]C)[CH2:23][CH2:24]1)=[CH:19][CH2:18]3)(=O)C1C=CC=CC=1.[C-:32]#[C-:33].[Li+].[Li+].[Cl-].[NH4+]>C(OCC)(=O)C>[C:32]([C@:12]1([OH:31])[CH:11]=[CH:10][C@H:16]2[C@H:17]3[C@H:26]([CH2:27][CH2:28][C@:13]12[CH2:14][CH3:15])[C@@H:25]1[C:20](=[CH:21][C:22](=[O:29])[CH2:23][CH2:24]1)[CH2:19][CH2:18]3)#[CH:33] |f:1.2.3,4.5|. Reactants: BrC=1C=CC2=C(N(CCO2)C=2SC=3C(NCC(CC3N2)(C)C)=O)C1 (2-(6-Bromo-2,3-dihydro-4H-1,4-benzoxazin-4-yl)-7,7-dimethyl-5,6,7,8-tetrahydro-4H-[1,3]thiazolo[5,4-c]azepin-4-one), C(C1=CC=CC=C1)(C1=CC=CC=C1)=N (benzophenone imine), CC(C)([O-])C.[Na+] (sodium tert-butoxide), tris(dibenzylidineacetone)dipalladium(0). The reagents and catalysts are C1(=CC=CC=C1)P(C1=C(C2=CC=CC=C2C=C1)C1=C(C=CC2=CC=CC=C12)P(C1=CC=CC=C1)C1=CC=CC=C1)C1=CC=CC=C1 (rac-2,2′-bis(diphenylphosphino)-1,1′-binaphthyl). Run in C1CCOC1 (THF). Run at time 8 hour. Yields the product NC=1C=CC2=C(N(CCO2)C=2SC=3C(NCC(CC3N2)(C)C)=O)C1 (2-(6-Amino-2,3-dihydro-4H-1,4-benzoxazin-4-yl)-7,7-dimethyl-5,6,7,8-tetrahydro-4H-[1,3]thiazolo[5,4-c]azepin-4-one). Yield: 88.9%. As a reaction SMILES: Br[C:2]1[CH:3]=[CH:4][C:5]2[O:10][CH2:9][CH2:8][N:7]([C:11]3[S:12][C:13]4[C:14](=[O:23])[NH:15][CH2:16][C:17]([CH3:22])([CH3:21])[CH2:18][C:19]=4[N:20]=3)[C:6]=2[CH:24]=1.C(=[NH:38])(C1C=CC=CC=1)C1C=CC=CC=1.CC(C)([O-])C.[Na+]>C1COCC1.C1(P(C2C=CC=CC=2)C2C=CC3C(=CC=CC=3)C=2C2C3C(=CC=CC=3)C=CC=2P(C2C=CC=CC=2)C2C=CC=CC=2)C=CC=CC=1>[NH2:38][C:2]1[CH:3]=[CH:4][C:5]2[O:10][CH2:9][CH2:8][N:7]([C:11]3[S:12][C:13]4[C:14](=[O:23])[NH:15][CH2:16][C:17]([CH3:22])([CH3:21])[CH2:18][C:19]=4[N:20]=3)[C:6]=2[CH:24]=1 |f:2.3|. Procedure: A mixture of Example 67 (0.48 g, 0.98 mmol), benzophenone imine (0.356 g, 1.96 mmol), rac-2,2′-bis(diphenylphosphino)-1,1′-binaphthyl (40 mg, 0.06 mmol), sodium tert-butoxide (0.192 g, 2.0 mmol) and tris(dibenzylidineacetone)dipalladium(0) (29 mg, catalytic) in THF (10 mL) was heated to 120° C. for 2 h. The reaction mixture was cooled to r.t., concentrated in vacuo, and the residue dissolved in methanol (2 mL). 2N Hydrochloric acid (10 mL) was added and the mixture stirred overnight. It was basi...